Task: describe an organic reaction: reactants, conditions, products, and yield. Dataset: the Open Reaction Database (ORD), a public repository of structured organic reaction records Starting materials: ClC1=NC(=CC(=C1)N)C (2-chloro-6-methylpyridin-4-amine), [OH-].[Na+] (sodium hydroxide). Run in C(CCC)O (1-butanol), O (water). Product: C(CCC)OC1=NC(=CC(=C1)N)C (2-butoxy-6-methylpyridin-4-amine). Reaction SMILES: Cl[C:2]1[CH:7]=[C:6]([NH2:8])[CH:5]=[C:4]([CH3:9])[N:3]=1.[OH-:10].[Na+]>C(O)CCC.O>[CH2:9]([O:10][C:2]1[CH:7]=[C:6]([NH2:8])[CH:5]=[C:4]([CH3:9])[N:3]=1)[CH2:4][CH2:5][CH3:6] |f:1.2|. Procedure: 2-chloro-6-methylpyridin-4-amine (36 g, 0.25 mol) and sodium hydroxide (24 g, 1 mol) were dissolved in 1-butanol (400 mL). The solution was heated at reflux for 10 h, and then cooled to rt. The reaction mixture was diluted with water (300 mL) and then extracted with ethyl acetate (3×500 mL). The combined organic layers were washed with brine (500 mL), dried over sodium sulfate, and concentrated to afford 2-butoxy-6-methylpyridin-4-amine. 1H NMR (400 MHz, CDCl3) δ 6.05 (d, J=0.6 Hz, 1H), 5.75 (d,... Reactants: Nc1ncc(Br)cn1, OB(O)c1ccc(Br)c(F)c1, C1COCCO1, [K+], [K+], [K+], O, O=P([O-])([O-])[O-], c1ccc(P(c2ccccc2)(c2ccccc2)[Pd](P(c2ccccc2)(c2ccccc2)c2ccccc2)(P(c2ccccc2)(c2ccccc2)c2ccccc2)P(c2ccccc2)(c2ccccc2)c2ccccc2)cc1. Yields the product Nc1ncc(-c2ccc(Br)c(F)c2)cn1. As a reaction SMILES: [Br:1][c:2]1[cH:3][n:4][c:5]([NH2:8])[n:6][cH:7]1.[Br:9][c:10]1[c:11]([F:19])[cH:12][c:13]([B:16]([OH:17])[OH:18])[cH:14][cH:15]1.[CH2:29]1[O:30][CH2:31][CH2:32][O:33][CH2:34]1.[K+:25].[K+:26].[K+:27].[OH2:28].[P:20]([O-:21])([O-:22])([O-:23])=[O:24].[cH:35]1[cH:36][cH:37][c:38]([P:39]([Pd:40]([P:41]([c:42]2[cH:43][cH:44][cH:45][cH:46][cH:47]2)([c:48]2[cH:49][cH:50][cH:51][cH:52][cH:53]2)[c:54]2[cH:55][cH:56][cH:57][cH:58][cH:59]2)([P:60]([c:61]2[cH:62][cH:63][cH:64][cH:65][cH:66]2)([c:67]2[cH:68][cH:69][cH:70][cH:71][cH:72]2)[c:73]2[cH:74][cH:75][cH:76][cH:77][cH:78]2)[P:79]([c:80]2[cH:81][cH:82][cH:83][cH:84][cH:85]2)([c:86]2[cH:87][cH:88][cH:89][cH:90][cH:91]2)[c:92]2[cH:93][cH:94][cH:95][cH:96][cH:97]2)([c:98]2[cH:99][cH:100][cH:101][cH:102][cH:103]2)[c:104]2[cH:105][cH:106][cH:107][cH:108][cH:109]2)[cH:110][cH:111]1>>[c:2]1(-[c:13]2[cH:12][c:11]([F:19])[c:10]([Br:9])[cH:15][cH:14]2)[cH:3][n:4][c:5]([NH2:8])[n:6][cH:7]1. Starting materials: BrC1=C(C=O)C=CC(=C1)C(F)(F)F (2-bromo-4-trifluoromethyl-benzaldehyde), C(C)OC(CC1=CC(=C(C=C1)OC)B1OC(C(O1)(C)C)(C)C)=O ([4-methoxy-3-(4,4,5,5-tetramethyl-[1,3,2]dioxaborolan-2-yl)-phenyl]-acetic acid ethyl ester). Product: C(C)OC(CC=1C=C(C(=CC1)OC)C1=C(C=CC(=C1)C(F)(F)F)C=O)=O ((2′-Formyl-6-methoxy-5′-trifluoromethyl-biphenyl-3-yl)-acetic acid ethyl ester). RXN SMILES: Br[C:2]1[CH:9]=[C:8]([C:10]([F:13])([F:12])[F:11])[CH:7]=[CH:6][C:3]=1[CH:4]=[O:5].[CH2:14]([O:16][C:17](=[O:36])[CH2:18][C:19]1[CH:24]=[CH:23][C:22]([O:25][CH3:26])=[C:21](B2OC(C)(C)C(C)(C)O2)[CH:20]=1)[CH3:15]>>[CH2:14]([O:16][C:17](=[O:36])[CH2:18][C:19]1[CH:20]=[C:21]([C:2]2[CH:9]=[C:8]([C:10]([F:13])([F:12])[F:11])[CH:7]=[CH:6][C:3]=2[CH:4]=[O:5])[C:22]([O:25][CH3:26])=[CH:23][CH:24]=1)[CH3:15]. Procedure details: Prepared according to the procedure described in Example 1, Step 4, using the following starting materials: 2-bromo-4-trifluoromethyl-benzaldehyde and [4-methoxy-3-(4,4,5,5-tetramethyl-[1,3,2]dioxaborolan-2-yl)-phenyl]-acetic acid ethyl ester. The reactants are [N-]=[N+]=[N-].[Na+] (Sodium azide), FC1=C(C=CC(=C1)N1C(OC(C1)CI)=O)N1CC2OCCN(C2C1)C(=O)OC(C)(C)C (tertbutyl 6-{2-fluoro-4-[5-(iodomethyl)-2-oxo-1,3-oxazolidin-3-yl]phenyl}hexahydropyrrolo[3,4-b][1,4]oxazine-4(4aH)-carboxylate). The solvent is CN(C=O)C (dimethyl formamide). Reaction conditions: temperature 60 celsius, time 3 hour. Product: N(=[N+]=[N-])CC1CN(C(O1)=O)C1=CC(=C(C=C1)N1CC2OCCN(C2C1)C(=O)OC(C)(C)C)F (tert-butyl 6-{4-[5-(azidomethyl)-2-oxo-1,3-oxazolidin-3-yl]-2-fluorophenyl}hexahydropyrrolo[3,4-b][1,4]oxazine-4(4aH)-carboxylate). Yield: 124.3%. As a reaction SMILES: [N-:1]=[N+:2]=[N-:3].[Na+].[F:5][C:6]1[CH:11]=[C:10]([N:12]2[CH2:16][CH:15]([CH2:17]I)[O:14][C:13]2=[O:19])[CH:9]=[CH:8][C:7]=1[N:20]1[CH2:28][CH:27]2[CH:22]([O:23][CH2:24][CH2:25][N:26]2[C:29]([O:31][C:32]([CH3:35])([CH3:34])[CH3:33])=[O:30])[CH2:21]1>CN(C)C=O>[N:1]([CH2:17][CH:15]1[O:14][C:13](=[O:19])[N:12]([C:10]2[CH:9]=[CH:8][C:7]([N:20]3[CH2:28][CH:27]4[CH:22]([O:23][CH2:24][CH2:25][N:26]4[C:29]([O:31][C:32]([CH3:35])([CH3:34])[CH3:33])=[O:30])[CH2:21]3)=[C:6]([F:5])[CH:11]=2)[CH2:16]1)=[N+:2]=[N-:3] |f:0.1|. Procedure details: Sodium azide (1.21 g) was added to the compound tertbutyl 6-{2-fluoro-4-[5-(iodomethyl)-2-oxo-1,3-oxazolidin-3-yl]phenyl}hexahydropyrrolo[3,4-b][1,4]oxazine-4(4aH)-carboxylate (2 g) obtained from example 02 above in dimethyl formamide (30 mL) and the reaction mixture was stirred at 60° C. for 3 hrs. The reaction mixture was filtered and the filtrate was concentrated to give the title compound (2.1 g). Starting materials: N#N (N2), C(C)(=O)C=1C=C(CC=2OC=C(N2)C(=O)O)C=CC1 (2-(3-acetyl-benzyl)-oxazole-4-carboxylic acid), C(C(=O)Cl)(=O)Cl (oxalyl chloride), CN(C)C=O (DMF). Run in C1(=CC=CC=C1)C (toluene). Conditions: time 1 hour. Product: C(C)(=O)C=1C=C(CC=2OC=C(N2)C(=O)Cl)C=CC1 (2-(3-acetyl-benzyl)-oxazole-4-carbonyl chloride). RXN SMILES: N#N.[C:3]([C:6]1[CH:7]=[C:8]([CH:18]=[CH:19][CH:20]=1)[CH2:9][C:10]1[O:11][CH:12]=[C:13]([C:15](O)=[O:16])[N:14]=1)(=[O:5])[CH3:4].CN(C=O)C.C(Cl)(=O)C([Cl:29])=O>C1(C)C=CC=CC=1>[C:3]([C:6]1[CH:7]=[C:8]([CH:18]=[CH:19][CH:20]=1)[CH2:9][C:10]1[O:11][CH:12]=[C:13]([C:15]([Cl:29])=[O:16])[N:14]=1)(=[O:5])[CH3:4]. Procedure details: In a flame dried round-bottomed flask equipped with a magnetic stir bar and under inert atmosphere (N2), a suspension of 2-(3-acetyl-benzyl)-oxazole-4-carboxylic acid (314 mg, 1.28 mmol) in toluene (12.8 mL) was treated with a drop of DMF followed by oxalyl chloride (0.14 mL, 1.54 mmol) and the resulting yellow solution was stirred at rt for 1 h. The solvent was then removed under reduced pressure (coevaporation with toluene) to give 2-(3-acetyl-benzyl)-oxazole-4-carbonyl chloride. Reactants: C(CCCCCC)C=1NC2=CC=CC=C2C(C1)=O (2-heptyl-4(1H)-quinolone), C1N2CN3CN1CN(C2)C3 (hexamine), C(=O)(C(F)(F)F)O (TFA), Cl (HCl). The solvent is O (water), CO (MeOH). Reaction conditions: time 1 hour. Yields the product C(=O)C1=C(NC2=CC=CC=C2C1=O)CCCCCCC (3-formyl-2-heptyl-4(1H)-quinolone). The yield is 40.0%. As a reaction SMILES: [CH2:1]([C:8]1[NH:9][C:10]2[C:15]([C:16](=[O:18])[CH:17]=1)=[CH:14][CH:13]=[CH:12][CH:11]=2)[CH2:2][CH2:3][CH2:4][CH2:5][CH2:6][CH3:7].C1N2CN3CN(C2)CN1C3.[C:29](O)(C(F)(F)F)=[O:30].Cl>O.CO>[CH:29]([C:17]1[C:16](=[O:18])[C:15]2[C:10](=[CH:11][CH:12]=[CH:13][CH:14]=2)[NH:9][C:8]=1[CH2:1][CH2:2][CH2:3][CH2:4][CH2:5][CH2:6][CH3:7])=[O:30]. Procedure details: A mixture of 2-heptyl-4(1H)-quinolone (5 mmol), hexamine (2.5 mmol), and TFA (7.5 ml) was stirred at reflux under nitrogen for 30 hours. MeOH (15 ml) and water (15 ml) were added, and heating was continued for 1 hour. 3 M HCl (5 ml) was added and the heating was continued for a further period of 30 minutes. The mixture was cooled and the precipitate removed by filtration and washed with water. The solid on trituration with acetone afforded the title compound in 40% yield. Recrystallisation from ... The reactants are C30H35ClN6O4, NCCCC[C@@H](C1=NC2=C(N1)C=CC(=C2)Cl)NC(C2=CC(=C(C=C2)C(=O)N2CCCC2)C)=O (N-[(1S)-5-amino-1-(5-chloro-1H-benzimidazol-2-yl)pentyl]-3-methyl-4-(pyrrolidin-1-ylcarbonyl)benzamide), C(C)(C)N(CC)C(C)C (diisopropylethylamine), O=C1CCC(N1)C(=O)O (5-oxopyrrolidine-2-carboxylic acid). Run in CS(=O)C (dimethylsulfoxide). Yields the product ClC1=CC2=C(NC(=N2)[C@H](CCCCNC(=O)C2NC(CC2)=O)NC(C2=CC(=C(C=C2)C(=O)N2CCCC2)C)=O)C=C1 (N-{(1S)-1-(5-chloro-1H-benzimidazol-2-yl)-5-[(5-oxopyrrolidin-2-yl)carbonylamino]pentyl}-3-methyl-4-(pyrrolidin-1-ylcarbonyl)benzamide). RXN SMILES: [NH2:1][CH2:2][CH2:3][CH2:4][CH2:5][C@H:6]([NH:17][C:18](=[O:33])[C:19]1[CH:24]=[CH:23][C:22]([C:25]([N:27]2[CH2:31][CH2:30][CH2:29][CH2:28]2)=[O:26])=[C:21]([CH3:32])[CH:20]=1)[C:7]1[NH:11][C:10]2[CH:12]=[CH:13][C:14]([Cl:16])=[CH:15][C:9]=2[N:8]=1.C(N(C(C)C)CC)(C)C.[O:43]=[C:44]1[NH:48][CH:47]([C:49](O)=[O:50])[CH2:46][CH2:45]1>CS(C)=O>[Cl:16][C:14]1[CH:13]=[CH:12][C:10]2[NH:11][C:7]([C@@H:6]([NH:17][C:18](=[O:33])[C:19]3[CH:24]=[CH:23][C:22]([C:25]([N:27]4[CH2:28][CH2:29][CH2:30][CH2:31]4)=[O:26])=[C:21]([CH3:32])[CH:20]=3)[CH2:5][CH2:4][CH2:3][CH2:2][NH:1][C:49]([CH:47]3[CH2:46][CH2:45][C:44](=[O:43])[NH:48]3)=[O:50])=[N:8][C:9]=2[CH:15]=1. Procedure: Prepared analogously to Example 1d from N-[(1S)-5-amino-1-(5-chloro-1H-benzimidazol-2-yl)pentyl]-3-methyl-4-(pyrrolidin-1-ylcarbonyl)benzamide, PFTU, diisopropylethylamine, and 5-oxopyrrolidine-2-carboxylic acid in dimethylsulfoxide. HPLC-MS results: retention time: 2.02 minutes; C30H35ClN6O4 (579.10); mass spectrum: (M−H)−=578.